Task: describe an organic reaction: reactants, conditions, products, and yield. Dataset: the Open Reaction Database (ORD), a public repository of structured organic reaction records Starting materials: CN(C)C=NS(=O)(=O)c1c2c(OCCF)cccc2nn1C, CCO, Cl. Yields the product Cn1nc2cccc(OCCF)c2c1S(N)(=O)=O. As a reaction SMILES: [CH3:1][N:2]([CH3:3])[CH:22]=[N:4][S:5](=[O:6])(=[O:7])[c:8]1[n:9]([CH3:21])[n:10][c:11]2[cH:12][cH:13][cH:14][c:15]([O:17][CH2:18][CH2:19][F:20])[c:16]12.[CH3:24][CH2:25][OH:26].[ClH:23]>>[NH2:4][S:5](=[O:6])(=[O:7])[c:8]1[n:9]([CH3:21])[n:10][c:11]2[cH:12][cH:13][cH:14][c:15]([O:17][CH2:18][CH2:19][F:20])[c:16]12. The reactants are COC(C1=C(C=C(C=C1)Cl)[N+](=O)[O-])=O (4-chloro-2-nitrobenzoic acid methyl ester), N1[C@H](CO)CCC1 (prolinol), CN1C(CCC1)=O (1-methyl-2-pyrrolidinone), C(C)(=O)OCC (ethyl acetate). The solvent is O (water). Reaction conditions: temperature 100 celsius, time 3 hour. Product: COC(C1=C(C=C(C=C1)N1C(CCC1)CO)[N+](=O)[O-])=O (4-(2-hydroxymethyl-1-pyrrolidinyl)-2-nitrobenzoic acid methyl ester). Yield: 15.4%. Reaction SMILES: [CH3:1][O:2][C:3](=[O:14])[C:4]1[CH:9]=[CH:8][C:7](Cl)=[CH:6][C:5]=1[N+:11]([O-:13])=[O:12].[NH:15]1[CH2:21][CH2:20][CH2:19][C@H:16]1[CH2:17][OH:18].CN1CCCC1=O.C(OCC)(=O)C>O>[CH3:1][O:2][C:3](=[O:14])[C:4]1[CH:9]=[CH:8][C:7]([N:15]2[CH2:21][CH2:20][CH2:19][CH:16]2[CH2:17][OH:18])=[CH:6][C:5]=1[N+:11]([O-:13])=[O:12]. Reported procedure: A mixture of 4-chloro-2-nitrobenzoic acid methyl ester 100 mg, prolinol 235 mg and 1-methyl-2-pyrrolidinone 3 ml is stirred at 100° C. for 3 hours. After cooling to room temperature, ethyl acetate and water are added to the mixture. The organic layer is washed with water (twice) and brine, and dried over sodium sulfate. After removal of the sodium sulfate, the filtrate is concentrated in vacuo, and the residue is purified with preparative thin-layer chromatography (two plates, solvent; hexane:et... Starting materials: C(=O)C1=C(C=C2CCN(CC2=C1)C1=CC=C(C#N)C=C1)OC (4-(7-formyl-6-methoxy-3,4-dihydro-1H-isoquinolin-2-yl)-benzonitrile), S(O)(O)(=O)=O (sulfuric acid), C(=O)([O-])[O-].[K+].[K+] (K2CO3). Conditions: time 8 hour. The product is C(=O)C1=C2CCN(CC2=CC=C1OC)C1=CC=C(C(=O)N)C=C1 (4-(5-Formyl-6-methoxy-3,4-dihydro-1H-isoquinolin-2-yl)-benzamide). Isolated yield 39.7%. As a reaction SMILES: [CH:1]([C:3]1[CH:12]=[C:11]2[C:6]([CH2:7][CH2:8][N:9]([C:13]3[CH:20]=[CH:19][C:16]([C:17]#[N:18])=[CH:15][CH:14]=3)[CH2:10]2)=[CH:5][C:4]=1[O:21][CH3:22])=[O:2].S(=O)(=O)(O)[OH:24].C([O-])([O-])=O.[K+].[K+]>>[CH:1]([C:3]1[C:4]([O:21][CH3:22])=[CH:5][CH:6]=[C:7]2[C:12]=1[CH2:11][CH2:10][N:9]([C:13]1[CH:14]=[CH:15][C:16]([C:17]([NH2:18])=[O:24])=[CH:19][CH:20]=1)[CH2:8]2)=[O:2] |f:2.3.4|. Procedure: A mixture of 4-(7-formyl-6-methoxy-3,4-dihydro-1H-isoquinolin-2-yl)-benzonitrile (200 mg, 0.68 mmol) and 96% (w/w) sulfuric acid (3 mL) was stirred at room temperature overnight. The next day poured onto ice-water (10 mL), the pH was adjusted with K2CO3 to 9 and the mixture was extracted with ethyl acetate. The residue was purified by column chromatography over silica, elating with a 95:5 mixture of chloroform and methanol. In this manner the title compound (85 mg, 0.27 mmol, 39.7%) was obtained...